This data is from the Open Reaction Database (ORD), a public repository of structured organic reaction records. The task is: describe an organic reaction: reactants, conditions, products, and yield Reactants: FC1=C(C=C(C=C1)[N+](=O)[O-])N1NC=2CCCCC2C1=O (2-(2-fluoro-5-nitrophenyl)-1,2,4,5,6,7-hexahydro-3H-indazol-3-one), ClC(=O)OC(Cl)(Cl)Cl (trichloromethyl chloroformate), resultant mixture. Solvent: C1(=CC=CC=C1)C (toluene), ClCCCl (1,2-dichloroethane). The product is ClC=1N(N=C2CCCCC12)C1=C(C=CC(=C1)[N+](=O)[O-])F (3-chloro-2-(2-fluoro-5-nitrophenyl)-4,5,6,7-tetrahydro-2H-indazole). RXN SMILES: [F:1][C:2]1[CH:7]=[CH:6][C:5]([N+:8]([O-:10])=[O:9])=[CH:4][C:3]=1[N:11]1[C:19](=O)[C:18]2[CH2:17][CH2:16][CH2:15][CH2:14][C:13]=2[NH:12]1.[Cl:21]C(OC(Cl)(Cl)Cl)=O>C1(C)C=CC=CC=1.ClCCCl>[Cl:21][C:19]1[N:11]([C:3]2[CH:4]=[C:5]([N+:8]([O-:10])=[O:9])[CH:6]=[CH:7][C:2]=2[F:1])[N:12]=[C:13]2[C:18]=1[CH2:17][CH2:16][CH2:15][CH2:14]2. Procedure: To a solution of 2-(2-fluoro-5-nitrophenyl)-1,2,4,5,6,7-hexahydro-3H-indazol-3-one (66.87 g) in toluene (125 ml) and 1,2-dichloroethane (175 ml), there was added trichloromethyl chloroformate (71.57 g), and the resultant mixture was allowed to react in an autoclave at a temperature of 120° to 130° C. under a pressure of 25 kg/cm2 for 3 hours. After cooling, the solvent was removed by distillation. The residue was purified by silica gel column chromatography using a mixture of ethyl acetate and n... Reaction SMILES: [NH:1]([CH:5]([C:9](=[O:25])[CH2:10][CH2:11][CH2:12][CH2:13][CH2:14][CH2:15][CH2:16][CH2:17][CH2:18][CH2:19][CH2:20][CH2:21][CH2:22][CH2:23][CH3:24])[C:6](O)=[O:7])[C:2]([CH3:4])=[O:3].[H-].[Al+3].[Li+].[H-].[H-].[H-]>>[NH:1]([CH:5]([CH:9]([OH:25])[CH2:10][CH2:11][CH2:12][CH2:13][CH2:14][CH2:15][CH2:16][CH2:17][CH2:18][CH2:19][CH2:20][CH2:21][CH2:22][CH2:23][CH3:24])[CH2:6][OH:7])[C:2]([CH3:4])=[O:3] |f:1.2.3.4.5.6|. Starting materials: ester, [H-].[Al+3].[Li+].[H-].[H-].[H-] (lithium aluminium hydride), ester, N(C(=O)C)C(C(=O)O)C(CCCCCCCCCCCCCCC)=O (2-acetamino-3-oxooctadecanoic acid). Reported procedure: As shown below, the ester and ketone groups in an ester of 2-acetamino-3-oxooctadecanoic acid are reduced in the presence of lithium aluminium hydride (referred to as LAH) to obtain a racemate of 2-acetaminooctadecane-1,3-diol, as follows: ##STR7## The product is N(C(=O)C)C(CO)C(CCCCCCCCCCCCCCC)O (2-acetaminooctadecane-1,3-diol). The solvent is CN(C)C=O (DMF). Yields the product C(C1=CC=CC=C1)OC1=CC(=NN1C1=NC=CC(=C1)C#N)C (2-[5-(benzyloxy)-3-methyl-1H-pyrazol-1-yl]pyridine-4-carbonitrile). Reactants: O (Water), OC1=CC(=NN1C1=NC=CC(=C1)C#N)C (2-(5-hydroxy-3-methyl-1H-pyrazol-1-yl)pyridine-4-carbonitrile), C(=O)([O-])[O-].[K+].[K+] (K2CO3), C(C1=CC=CC=C1)Br (benzyl bromide). Reaction conditions: temperature 0 celsius, time 3 hour. RXN SMILES: [OH:1][C:2]1[N:6]([C:7]2[CH:12]=[C:11]([C:13]#[N:14])[CH:10]=[CH:9][N:8]=2)[N:5]=[C:4]([CH3:15])[CH:3]=1.C([O-])([O-])=O.[K+].[K+].[CH2:22](Br)[C:23]1[CH:28]=[CH:27][CH:26]=[CH:25][CH:24]=1.O>CN(C=O)C>[CH2:22]([O:1][C:2]1[N:6]([C:7]2[CH:12]=[C:11]([C:13]#[N:14])[CH:10]=[CH:9][N:8]=2)[N:5]=[C:4]([CH3:15])[CH:3]=1)[C:23]1[CH:28]=[CH:27][CH:26]=[CH:25][CH:24]=1 |f:1.2.3|. Reported procedure: To a solution of 2-(5-hydroxy-3-methyl-1H-pyrazol-1-yl)pyridine-4-carbonitrile (300 mg, 1.5 mmol) and K2CO3 (518 mg, 3.75 mmol) in DMF was added benzyl bromide (308 mg, 1.8 mmol) dropwise at −20° C., then the mixture was warmed to 0° C. and stirred for 3 h. Water was added, and the reaction mixture was extracted with EtOAc, then washed with water and brine. The organic phase was dried, concentrated, and purified by prep-HPLC to afford the title compound (20 mg). [M+H] calc'd for C17H14N4O 291. F... Yield: 4.6%. The reactants are ClC1=C(C=CC=C1)C1=CC=2N(C=3C=CC=CC3C2C2=C1C(NC2=O)=O)CC (4-(2-chlorophenyl)-6-ethyl-1,2,3,6-tetrahydro-1,3-dioxopyrrolo[3,4-c]carbazole), C(C)(=O)O (acetic acid), [BH4-].[Na+] (sodium borohydride), C1(=CC=CC=C1)C.C(C)(C)OC(C)C (toluene diisopropyl ether), [BH4-].[Na+] (sodium borohydride). The solvent is CO (methanol), CO (methanol). Yields the product ClC1=C(C=CC=C1)C1=CC=2N(C=3C=CC=CC3C2C2=C1C(NC2O)=O)CC (4-(2-chlorophenyl)-6-ethyl-1,2,3,6-tetrahydro-1-hydroxy-3-oxopyrrolo[3,4-c]carbazole). Reaction SMILES: [Cl:1][C:2]1[CH:7]=[CH:6][CH:5]=[CH:4][C:3]=1[C:8]1[C:20]2[C:21](=[O:25])[NH:22][C:23](=[O:24])[C:19]=2[C:18]2[C:17]3[CH:16]=[CH:15][CH:14]=[CH:13][C:12]=3[N:11]([CH2:26][CH3:27])[C:10]=2[CH:9]=1.[BH4-].[Na+].C(O)(=O)C.C1(C)C=CC=CC=1.C(OC(C)C)(C)C>CO>[Cl:1][C:2]1[CH:7]=[CH:6][CH:5]=[CH:4][C:3]=1[C:8]1[C:20]2[C:21](=[O:25])[NH:22][CH:23]([OH:24])[C:19]=2[C:18]2[C:17]3[CH:16]=[CH:15][CH:14]=[CH:13][C:12]=3[N:11]([CH2:26][CH3:27])[C:10]=2[CH:9]=1 |f:1.2,4.5|. Procedure: 0.3 g (2.13 mmole) 4-(2-chlorophenyl)-6-ethyl-1,2,3,6-tetrahydro-1,3-dioxopyrrolo[3,4-c]carbazole (Example 2a) are suspended in 20 ml 90% methanol, a solution of 0.16 g (4.23 mmole) sodium borohydride in 5 ml methanol added dropwise thereto with vigorous stirring and stirred for 5 days at room temperature. The excess sodium borohydride is decomposed with acetic acid, the solvent is distilled off, and the crystalline residue is chromatographed on silica gel with toluene/ethyl acetate 1:1. The fra... Starting materials: [Br-], Brc1ccc2ccn(Cc3ccccc3)c2c1, C1CCOC1, CCCC[N+](CCCC)(CCCC)CCCC, OB(O)c1cccc(Cl)c1, Cl, CC(=O)[O-], CC(=O)[O-], O, [Pd+2]. Yields the product Clc1cccc(-c2ccc3ccn(Cc4ccccc4)c3c2)c1. RXN SMILES: [Br-:29].[CH2:11]([c:12]1[cH:13][cH:14][cH:15][cH:16][cH:17]1)[n:18]1[cH:19][cH:20][c:21]2[cH:22][cH:23][c:24]([Br:27])[cH:25][c:26]12.[CH2:48]1[O:49][CH2:50][CH2:51][CH2:52]1.[CH3:30][CH2:31][CH2:32][CH2:33][N+:34]([CH2:35][CH2:36][CH2:37][CH3:38])([CH2:39][CH2:40][CH2:41][CH3:42])[CH2:43][CH2:44][CH2:45][CH3:46].[Cl:1][c:2]1[cH:3][c:4]([B:8]([OH:9])[OH:10])[cH:5][cH:6][cH:7]1.[ClH:28].[O-:54][C:55]([CH3:56])=[O:57].[O-:58][C:59]([CH3:60])=[O:61].[OH2:47].[Pd+2:53]>>[Cl:1][c:2]1[cH:3][c:4](-[c:24]2[cH:23][cH:22][c:21]3[cH:20][cH:19][n:18]([CH2:11][c:12]4[cH:13][cH:14][cH:15][cH:16][cH:17]4)[c:26]3[cH:25]2)[cH:5][cH:6][cH:7]1. The reactants are FC(C=1C=C(C(=O)Cl)C=C(C1)C(F)(F)F)(F)F (3,5-bis-trifluoromethylbenzoyl chloride), [N+](=O)([O-])C1=CC=C(C[C@H]2NCC[C@@H](C2)NC(C)=O)C=C1 ((2R*,4S*)-N-[2-(4-nitro-benzyl)-piperidin-4-yl]-acetamide), C(O)([O-])=O.[Na+] (sodium hydrogen carbonate). Solvent: C(Cl)Cl (methylene chloride). Run at temperature 25 celsius, time 1 hour. Yields the product FC(C=1C=C(C(=O)N2[C@@H](C[C@H](CC2)NC(C)=O)CC2=CC=C(C=C2)[N+](=O)[O-])C=C(C1)C(F)(F)F)(F)F ((2R*,4S*)-N-[1-(3,5-Bis-trifluoromethyl-benzoyl)-2-(4-nitro-benzyl)-piperidin-4-yl]-acetamide). As a reaction SMILES: [F:1][C:2]([F:17])([F:16])[C:3]1[CH:4]=[C:5]([CH:9]=[C:10]([C:12]([F:15])([F:14])[F:13])[CH:11]=1)[C:6](Cl)=[O:7].[N+:18]([C:21]1[CH:37]=[CH:36][C:24]([CH2:25][C@@H:26]2[CH2:31][C@@H:30]([NH:32][C:33](=[O:35])[CH3:34])[CH2:29][CH2:28][NH:27]2)=[CH:23][CH:22]=1)([O-:20])=[O:19].C(=O)([O-])O.[Na+]>C(Cl)Cl>[F:1][C:2]([F:17])([F:16])[C:3]1[CH:4]=[C:5]([CH:9]=[C:10]([C:12]([F:15])([F:14])[F:13])[CH:11]=1)[C:6]([N:27]1[CH2:28][CH2:29][C@H:30]([NH:32][C:33](=[O:35])[CH3:34])[CH2:31][C@H:26]1[CH2:25][C:24]1[CH:23]=[CH:22][C:21]([N+:18]([O-:20])=[O:19])=[CH:37][CH:36]=1)=[O:7] |f:2.3|. Procedure details: 2.49 g (9.0 mmol) of 3,5-bis-trifluoromethylbenzoyl chloride are added in the course of 1 hour at 0-5° C. to a stirred suspension of 2.50 g (9.0 mmol) of (2R*,4S*)-N-[2-(4-nitro-benzyl)-piperidin-4-yl]-acetamide in 20 ml of methylene chloride and 20 ml of a 10% aqueous sodium hydrogen carbonate solution. The mixture is then stirred for 1 hour at 25° C. The organic phase is dried over sodium sulfate, concentrated to dryness by evaporation and chromatographed on silica gel with methylene chloride/...